Dataset: the Open Reaction Database (ORD), a public repository of structured organic reaction records. Task: describe an organic reaction: reactants, conditions, products, and yield The reactants are CC1=C(C=C(C=C1)C=1N=C2C=CC(=NN2C1)C=1C(=NC=CC1)C(F)(F)F)[N+](=O)[O-] (2-(4-methyl-3-nitro-phenyl)-6-[2-(trifluoromethyl)-3-pyridyl]imidazo[2,1-f]pyridazine). Reagents/catalysts: [Fe] (iron). Run in CCO.CC(=O)O (EtOH AcOH), CCO.CC(=O)O (EtOH AcOH). Reaction conditions: temperature 70 celsius, time 60 minute. The product is CC1=C(N)C=C(C=C1)C=1N=C2C=CC(=NN2C1)C=1C(=NC=CC1)C(F)(F)F (2-methyl-5-[6-[2-(trifluoromethyl)-3-pyridyl]imidazo[2,1-f]pyridazin-2-yl]aniline). Yield: 98.8%. RXN SMILES: [CH3:1][C:2]1[CH:7]=[CH:6][C:5]([C:8]2[N:9]=[C:10]3[N:15]([CH:16]=2)[N:14]=[C:13]([C:17]2[C:18]([C:23]([F:26])([F:25])[F:24])=[N:19][CH:20]=[CH:21][CH:22]=2)[CH:12]=[CH:11]3)=[CH:4][C:3]=1[N+:27]([O-])=O>CCO.CC(O)=O.[Fe]>[CH3:1][C:2]1[CH:7]=[CH:6][C:5]([C:8]2[N:9]=[C:10]3[N:15]([CH:16]=2)[N:14]=[C:13]([C:17]2[C:18]([C:23]([F:25])([F:24])[F:26])=[N:19][CH:20]=[CH:21][CH:22]=2)[CH:12]=[CH:11]3)=[CH:4][C:3]=1[NH2:27] |f:1.2|. Procedure: A mixture of 2-(4-methyl-3-nitro-phenyl)-6-[2-(trifluoromethyl)-3-pyridyl]imidazo[2,1-f]pyridazine (7.986 g, 0.02 mol) in EtOH—AcOH (48 mL, 1:1) is added slowly to a solution of iron powder (6.702 g, 0.12 mol) in EtOH—AcOH (60 mL, 2:1) at 60° C. The mixture is stirred at 70° C. for 60 min, cooled to room temperature, filtered through celite, washed with EtOAc and concentrated. The oily residue is dissolved in EtOAc (500 mL) and washed twice with saturated aqueous NaHCO3 (200 mL). Organic layer i... Reported procedure: The title compound was prepared following procedure described for example 4, step 1, but starting from Intermediate 56 (201.83 mg; 0.90 mmol) and Intermediate 51 (220 mg; 0.75 mmol). The reaction mixture was filtered through a SPE NH2 column (2 g) and rinsed with ACN. After evaporation of the solvents, the crude product was purified by flash chromatography (c-hex/(DCM/EtOAc 1:1) gradient from 1:0 to 1:1), affording the title compound as a slightly yellow solid. 1H NMR (CDCl3) δ 8.25 (d, J=2.2 Hz... Product: C(C)(C)OC1=C(C=C(C=C1)C1=NC(=NO1)C=1C=C(CN(CC(=O)OC(C)(C)C)C)C=CC1)COC (tert-butyl N-(3-{5-[4-isopropoxy-3-(methoxymethyl)phenyl]-1,2,4-oxadiazol-3-yl}benzyl)-N-methylglycinate). The reactants are C(C)(C)OC1=C(C=C(C(=O)O)C=C1)COC (4-isopropoxy-3-(methoxy methyl)benzoic acid), NC(C=1C=C(CN(C)CC(=O)OC(C)(C)C)C=CC1)=NO (tert-butyl [{3-[amino(hydroxyimino)methyl]benzyl}(methyl)amino]acetate). RXN SMILES: [CH:1]([O:4][C:5]1[CH:13]=[CH:12][C:8]([C:9]([OH:11])=O)=[CH:7][C:6]=1[CH2:14][O:15][CH3:16])([CH3:3])[CH3:2].[NH2:17][C:18](=[N:36]O)[C:19]1[CH:20]=[C:21]([CH:33]=[CH:34][CH:35]=1)[CH2:22][N:23]([CH2:25][C:26]([O:28][C:29]([CH3:32])([CH3:31])[CH3:30])=[O:27])[CH3:24]>>[CH:1]([O:4][C:5]1[CH:13]=[CH:12][C:8]([C:9]2[O:11][N:36]=[C:18]([C:19]3[CH:20]=[C:21]([CH:33]=[CH:34][CH:35]=3)[CH2:22][N:23]([CH3:24])[CH2:25][C:26]([O:28][C:29]([CH3:30])([CH3:32])[CH3:31])=[O:27])[N:17]=2)=[CH:7][C:6]=1[CH2:14][O:15][CH3:16])([CH3:2])[CH3:3]. Reactants: C(C)(C)OC1=C(C=CC(=C1)C(F)(F)F)CN ([2-isopropoxy-4-(trifluoromethyl)phenyl]methanamine), C1=CN(C=N1)C(=O)N2C=CN=C2 (CDI), NC1=CC=CC2=C1OCC(N2)=O (8-amino-2H-benzo[b][1,4]oxazin-3(4H)-one). The solvent is CN(C)C=O (DMF), C1CCOC1 (THF). Conditions: temperature 70 celsius. The product is C(C)(C)OC1=C(C=CC(=C1)C)CNC(=O)NC1=CC=CC=2NC(COC21)=O (1-[(2-isopropoxy-4-methyl-phenyl)methyl]-3-(3-oxo-4H-1,4-benzoxazin-8-yl)urea). The yield is 24.0%. As a reaction SMILES: [CH:1]([O:4][C:5]1[CH:10]=[C:9]([C:11](F)(F)F)[CH:8]=[CH:7][C:6]=1[CH2:15][NH2:16])([CH3:3])[CH3:2].C1N=CN([C:22](N2C=NC=C2)=[O:23])C=1.[NH2:29][C:30]1[C:35]2[O:36][CH2:37][C:38](=[O:40])[NH:39][C:34]=2[CH:33]=[CH:32][CH:31]=1>C1COCC1.CN(C=O)C>[CH:1]([O:4][C:5]1[CH:10]=[C:9]([CH3:11])[CH:8]=[CH:7][C:6]=1[CH2:15][NH:16][C:22]([NH:29][C:30]1[C:35]2[O:36][CH2:37][C:38](=[O:40])[NH:39][C:34]=2[CH:33]=[CH:32][CH:31]=1)=[O:23])([CH3:3])[CH3:2]. Reported procedure: To a solution of 31a (0.95 g, 5.20 mmol) in THF (20 mL) was added CDI (2.1 mol eq, 1.80 g) and the mixture was heated at 70° C. for 6 h. The reaction mixture was evaporated, water was added and the aqueous phase was extracted with EtOAc (3×35 mL). The recombined organic phases were anhydrified over Na2SO4 and evaporated at reduced pressure (yellow oil, 1.4 g, 97% yield). The oil obtained (0.7 g, 2.56 mmol) was dissolved in DMF (20 mL) and the bicyclic amine 1f was added (0.8 mol eq, 0.24 g), the... Starting materials: FC1=C(OC2=NC=C(C(=O)N)C=C2)C(=CC(=C1)C=O)OC (6-(2-fluoro-4-formyl-6-methoxy-phenoxy)-nicotinamide), CC(CCN)(C)C (3,3-dimethyl-butylamine), [BH4-].[Na+] (NaBH4). The product is CC(CCNCC1=CC(=C(OC2=NC=C(C(=O)N)C=C2)C(=C1)OC)F)(C)C (6-{4-[(3,3-Dimethyl-butylamino)-methyl]-2-fluoro-6-methoxy-phenoxy}-nicotinamide). Isolated yield 80.1%. RXN SMILES: [F:1][C:2]1[CH:17]=[C:16]([CH:18]=O)[CH:15]=[C:14]([O:20][CH3:21])[C:3]=1[O:4][C:5]1[CH:13]=[CH:12][C:8]([C:9]([NH2:11])=[O:10])=[CH:7][N:6]=1.[CH3:22][C:23]([CH3:28])([CH3:27])[CH2:24][CH2:25][NH2:26].[BH4-].[Na+]>>[CH3:22][C:23]([CH3:28])([CH3:27])[CH2:24][CH2:25][NH:26][CH2:18][C:16]1[CH:15]=[C:14]([O:20][CH3:21])[C:3]([O:4][C:5]2[CH:13]=[CH:12][C:8]([C:9]([NH2:11])=[O:10])=[CH:7][N:6]=2)=[C:2]([F:1])[CH:17]=1 |f:2.3|. Procedure: Using a method similar to Example 710, Step 4, using 6-(2-fluoro-4-formyl-6-methoxy-phenoxy)-nicotinamide (250 mg, 0.861 mmol), 3,3-dimethyl-butylamine (104 mg, 1.03 mmol), and NaBH4 (49 mg, 1.29 mmol) gave the title compound (259 mg) as a white solid. Mass spectrum (ion spray): m/z=376 (M+1); The reactants are FC1=C(C=C(C(=C1)[N+](=O)[O-])F)C(C(=O)O)C (2-(2,5-difluoro-4-nitrophenyl)propionic acid), CO (methanol), ( c ). Run in Cl (hydrochloric acid). Yields the product FC1=C(C=C(C(=C1)[N+](=O)[O-])F)C(C(=O)OC)C (methyl 2-(2,5-difluoro-4-nitrophenyl)propionate). The yield is 90.0%. RXN SMILES: [F:1][C:2]1[CH:7]=[C:6]([N+:8]([O-:10])=[O:9])[C:5]([F:11])=[CH:4][C:3]=1[CH:12]([CH3:16])[C:13]([OH:15])=[O:14].[CH3:17]O>Cl>[F:1][C:2]1[CH:7]=[C:6]([N+:8]([O-:10])=[O:9])[C:5]([F:11])=[CH:4][C:3]=1[CH:12]([CH3:16])[C:13]([O:15][CH3:17])=[O:14]. Procedure: Compound (27a) (6.2 g, 26.8 mmol) was dissolved in a solution of a catalytic amount of concentrated hydrochloric acid (0.24 mL) in methanol (123 mL) and treated in the same manner as in (c) in Production Example 1 to give 5.9 g (90%) of compound (28a) as pale yellow oil. Reactants: C(C1=CC=CC=C1)NC(C1=C(C=CC(=C1)OC(F)(F)F)NC(=O)OC(C)(C)C)=O (N-Benzyl-2-tert-butoxycarbonylamino-5-trifluoromethoxybenzamide), C1(CCCCC1)N=C=NC1CCCCC1 (N,N′-dicyclohexylcarbodiimide), C(C)(C)(C)OC(=O)NC1=C(C(=O)O)C=C(C=C1)OC(F)(F)F (2-tert-butoxycarbonylamino-5-trifluoromethoxybenzoic acid), ON1N=NC2=C1C=CC=C2 (1-hydroxybenzotriazole), C(C1=CC=CC=C1)N (benzylamine). Reaction conditions: temperature 0 celsius, time 2 hour. Solvent: C(C)(=O)OCC (ethyl acetate), O1CCCC1 (tetrahydrofuran), petroleum ether, CCCCC (pentane). As a reaction SMILES: [CH2:1]([NH:8][C:9](=[O:29])[C:10]1[CH:15]=[C:14]([O:16][C:17]([F:20])([F:19])[F:18])[CH:13]=[CH:12][C:11]=1NC(OC(C)(C)C)=O)[C:2]1[CH:7]=[CH:6][CH:5]=[CH:4][CH:3]=1.C1(N=C=[N:38][CH:39]2CCCCC2)CCCCC1.[C:45]([O:49]C(NC1C=CC(OC(F)(F)F)=CC=1C(O)=O)=O)([CH3:48])([CH3:47])[CH3:46].[OH:67]N1C2C=CC=CC=2N=N1.C(N)C1C=CC=CC=1>O1CCCC1.C(OCC)(=O)C.CCCCC>[CH2:1]([NH:8][C:9](=[O:29])[C:10]1[CH:15]=[C:14]([O:16][C:17]([F:18])([F:19])[F:20])[CH:13]=[C:12]([N:38]=[C:39]=[O:67])[C:11]=1[O:49][C:45]([CH3:48])([CH3:47])[CH3:46])[C:2]1[CH:3]=[CH:4][CH:5]=[CH:6][CH:7]=1. Reported procedure: N-Benzyl-2-tert-butoxycarbonylamino-5-trifluoromethoxybenzamide may be prepared in the following manner: 12.9 g of N,N′-dicyclohexylcarbodiimide are added to a solution, kept under an argon atmosphere at −10° C., of 20 g of 2-tert-butoxycarbonylamino-5-trifluoromethoxybenzoic acid, 16.9 g of 1-hydroxybenzotriazole and 6.8 g of benzylamine in 400 ml of anhydrous tetrahydrofuran. The mixture is stirred for 2 hours at the same temperature and then for 16 hours at a temperature close to 20° C. After... Yields the product C(C1=CC=CC=C1)NC(C1=C(C(=CC(=C1)OC(F)(F)F)N=C=O)OC(C)(C)C)=O (N-benzyl-2-tert-butoxy-carbonylamino-5-trifluoromethoxybenzamide). Reactants: C(=O)(O)[O-].[Na+] (NaHCO3), CC12C3=C(CC(N1)C4=CC=CC=C24)C=C(C=C3)OC (2-methoxy-5-methyl-10,11-dihydro-5H-dibenzo[a,d]cyclohepten-5,10-imine), Cl.[NH+]1=CC=CC=C1 (pyridinium hydrochloride), O (water). Solvent: C(Cl)(Cl)Cl (chloroform), CO (methanol). Conditions: temperature 50 celsius, time 2 hour. Yields the product CC12C3=C(CC(N1)C4=CC=CC=C24)C=C(C=C3)O (2-Hydroxy-5-methyl-10,11-dihydro-5H-dibenzo[a,d]cyclohepten-5,10-imine). Yield: 47.3%. As a reaction SMILES: [CH3:1][C:2]12[C:13]3[C:8](=[CH:9][CH:10]=[CH:11][CH:12]=3)[CH:6]([NH:7]1)[CH2:5][C:4]1[CH:14]=[C:15]([O:18]C)[CH:16]=[CH:17][C:3]2=1.Cl.[NH+]1C=CC=CC=1.O.C([O-])(O)=O.[Na+]>C(Cl)(Cl)Cl.CO>[CH3:1][C:2]12[C:13]3[C:8](=[CH:9][CH:10]=[CH:11][CH:12]=3)[CH:6]([NH:7]1)[CH2:5][C:4]1[CH:14]=[C:15]([OH:18])[CH:16]=[CH:17][C:3]2=1 |f:1.2,4.5|. Procedure: A mixture of 2-methoxy-5-methyl-10,11-dihydro-5H-dibenzo[a,d]cyclohepten-5,10-imine (2.7 g, 0.0107 mol) and pyridinium hydrochloride (16.2 g) is stirred at 200° for 2 hours. The melt is cooled to 50° C. and slurried with water (75 ml). The slurry is made basic with aqueous saturated NaHCO3 and extracted with ether (3×100 ml). The combined extracts are dried over MgSO4 and filtered, and the filtrate evaporated to dryness under reduced pressure to give 2.19 g of crude product. Column chromatograph... Reactants: NC(=O)NC1=C(SC(=C1)C1=CC(=CC=C1)O)C(=O)N (3-[(Aminocarbonyl)amino]-5-(3-hydroxyphenyl)-2-thiophenecarboxamide), ClCCN(C)C (N-(2-chloroethyl)dimethylamine). Product: NC(=O)NC1=C(SC(=C1)C1=CC(=CC=C1)OCCN(C)C)C(=O)N (3-[(Aminocarbonyl)amino]-5-{3-[2-(dimethylamino)ethoxy]phenyl}-2-thiophenecarboxamide). RXN SMILES: [NH2:1][C:2]([NH:4][C:5]1[CH:9]=[C:8]([C:10]2[CH:15]=[CH:14][CH:13]=[C:12]([OH:16])[CH:11]=2)[S:7][C:6]=1[C:17]([NH2:19])=[O:18])=[O:3].Cl[CH2:21][CH2:22][N:23]([CH3:25])[CH3:24]>>[NH2:1][C:2]([NH:4][C:5]1[CH:9]=[C:8]([C:10]2[CH:15]=[CH:14][CH:13]=[C:12]([O:16][CH2:21][CH2:22][N:23]([CH3:25])[CH3:24])[CH:11]=2)[S:7][C:6]=1[C:17]([NH2:19])=[O:18])=[O:3]. Procedure details: Prepared by the method of Example 9(b) using the product of Example 6 and N-(2-chloroethyl)dimethylamine. Reactants: CCOC(=O)C(Br)C(=O)OCC, Cc1ccccc1, Nc1cccc(Cl)c1. The product is CCOC(=O)C(Nc1cccc(Cl)c1)C(=O)OCC. Reaction SMILES: [Br:9][CH:10]([C:11](=[O:12])[O:13][CH2:14][CH3:15])[C:16](=[O:17])[O:18][CH2:19][CH3:20].[CH3:21][c:22]1[cH:23][cH:24][cH:25][cH:26][cH:27]1.[Cl:1][c:2]1[cH:3][c:4]([NH2:5])[cH:6][cH:7][cH:8]1>>[Cl:1][c:2]1[cH:3][c:4]([NH:5][CH:10]([C:11](=[O:12])[O:13][CH2:14][CH3:15])[C:16](=[O:17])[O:18][CH2:19][CH3:20])[cH:6][cH:7][cH:8]1.